The task is: describe an organic reaction: reactants, conditions, products, and yield. This data is from the Open Reaction Database (ORD), a public repository of structured organic reaction records. The reactants are O=C([O-])O, N#CSc1nc(Cl)ncc1[N+](=O)[O-], CNc1ccc(F)c(NC(=O)OC(C)(C)C)c1, [Na+], C1CCOC1, O. Product: CN(c1ccc(F)c(NC(=O)OC(C)(C)C)c1)c1ncc([N+](=O)[O-])c(SC#N)n1. RXN SMILES: [C:14](=[O:15])([O-:16])[OH:17].[Cl:1][c:2]1[n:3][cH:4][c:5]([N+:11](=[O:12])[O-:13])[c:6]([S:8][C:9]#[N:10])[n:7]1.[F:19][c:20]1[c:21]([NH:28][C:29]([O:30][C:31]([CH3:32])([CH3:33])[CH3:34])=[O:35])[cH:22][c:23]([NH:26][CH3:27])[cH:24][cH:25]1.[Na+:18].[O:37]1[CH2:38][CH2:39][CH2:40][CH2:41]1.[OH2:36]>>[c:2]1([N:26]([c:23]2[cH:22][c:21]([NH:28][C:29]([O:30][C:31]([CH3:32])([CH3:33])[CH3:34])=[O:35])[c:20]([F:19])[cH:25][cH:24]2)[CH3:27])[n:3][cH:4][c:5]([N+:11](=[O:12])[O-:13])[c:6]([S:8][C:9]#[N:10])[n:7]1. The reactants are C(C)OC(=O)C=1C(=NN(C1)C1=NC=CC=C1COC1CC1)C (1-(3-cyclopropoxymethyl-pyridin-2-yl)-3-methyl-1H-pyrazole-4-carboxylic acid ethyl ester), [H-].[Al+3].[Li+].[H-].[H-].[H-] (lithium aluminum hydride), [Cl-].[NH4+] (ammonium chloride). The reagents and catalysts are [O-2].[Mn+4].[O-2] (manganese (IV) oxide). Run in O1CCCC1 (tetrahydrofuran), O1CCCC1 (tetrahydrofuran). Reaction conditions: time 1 hour. Product: C1(CC1)OCC=1C(=NC=CC1)N1N=C(C(=C1)C=O)C (1-[3-(Cyclopropoxymethyl)-2-pyridyl]-3-methyl-pyrazole-4-carbaldehyde). The yield is 34.0%. RXN SMILES: C([O:3][C:4]([C:6]1[C:7]([CH3:22])=[N:8][N:9]([C:11]2[C:16]([CH2:17][O:18][CH:19]3[CH2:21][CH2:20]3)=[CH:15][CH:14]=[CH:13][N:12]=2)[CH:10]=1)=O)C.[H-].[Al+3].[Li+].[H-].[H-].[H-].[Cl-].[NH4+]>O1CCCC1.[O-2].[Mn+4].[O-2]>[CH:19]1([O:18][CH2:17][C:16]2[C:11]([N:9]3[CH:10]=[C:6]([CH:4]=[O:3])[C:7]([CH3:22])=[N:8]3)=[N:12][CH:13]=[CH:14][CH:15]=2)[CH2:20][CH2:21]1 |f:1.2.3.4.5.6,7.8,10.11.12|. Procedure details: To a solution of 1-(3-cyclopropoxymethyl-pyridin-2-yl)-3-methyl-1H-pyrazole-4-carboxylic acid ethyl ester (410 mg, 1.03 mmol) in tetrahydrofuran (0.15 M) at 0° C. under nitrogen, 1.0 M lithium aluminum hydride in tetrahydrofuran (1.2 equiv) is added. The mixture is stirred at room temperature for 1 h and saturated aqueous solution of ammonium chloride is added and the aqueous layer is extracted with ethyl acetate. The organic layer is separated, dried over sodium sulfate and the solvent eliminat...